From a dataset of the Open Reaction Database (ORD), a public repository of structured organic reaction records. describe an organic reaction: reactants, conditions, products, and yield The reactants are Cn1nccc1-c1cc(OC(F)(F)F)ccc1OCc1ccccc1, CO. Yields the product Cn1nccc1-c1cc(OC(F)(F)F)ccc1O. Reaction SMILES: [CH2:1]([c:2]1[cH:3][cH:4][cH:5][cH:6][cH:7]1)[O:8][c:9]1[c:10](-[c:20]2[cH:21][cH:22][n:23][n:24]2[CH3:25])[cH:11][c:12]([O:15][C:16]([F:17])([F:18])[F:19])[cH:13][cH:14]1.[CH3:26][OH:27]>>[OH:8][c:9]1[c:10](-[c:20]2[cH:21][cH:22][n:23][n:24]2[CH3:25])[cH:11][c:12]([O:15][C:16]([F:17])([F:18])[F:19])[cH:13][cH:14]1. Starting materials: CCOC(=O)CBr, O=C([O-])[O-], CCCN(CCC)CCCCNCc1ccc(C#N)cc1, [K+], [K+], C1CCOC1. Product: CCCN(CCC)CCCCN(CC(=O)OCC)Cc1ccc(C#N)cc1. Reaction SMILES: [Br:28][CH2:29][C:30](=[O:31])[O:32][CH2:33][CH3:34].[C:22](=[O:23])([O-:24])[O-:25].[CH2:1]([CH2:2][CH3:3])[N:4]([CH2:5][CH2:6][CH2:7][CH2:8][NH:9][CH2:10][c:11]1[cH:12][cH:13][c:14]([C:15]#[N:16])[cH:17][cH:18]1)[CH2:19][CH2:20][CH3:21].[K+:26].[K+:27].[O:35]1[CH2:36][CH2:37][CH2:38][CH2:39]1>>[CH2:1]([CH2:2][CH3:3])[N:4]([CH2:5][CH2:6][CH2:7][CH2:8][N:9]([CH2:10][c:11]1[cH:12][cH:13][c:14]([C:15]#[N:16])[cH:17][cH:18]1)[CH2:29][C:30](=[O:31])[O:32][CH2:33][CH3:34])[CH2:19][CH2:20][CH3:21]. Reactants: CN(C)C=O (DMF), C(C(=O)Cl)(=O)Cl (oxalyl chloride), CS(=O)(=O)C=1C=C(C(=O)O)C=CC1 (3-(methylsulfonyl)benzoic acid). Solvent: C(Cl)(Cl)Cl (CHCl3). Run at time 2 hour. The product is CS(=O)(=O)C=1C=C(C(=O)Cl)C=CC1 (3-(Methylsulfonyl)benzoyl chloride). Reaction SMILES: CN(C=O)C.[C:6](Cl)(=O)[C:7]([Cl:9])=[O:8].[CH3:12][S:13]([C:16]1[CH:17]=C([CH:22]=[CH:23][CH:24]=1)C(O)=O)(=[O:15])=[O:14]>C(Cl)(Cl)Cl>[CH3:12][S:13]([C:16]1[CH:17]=[C:6]([CH:22]=[CH:23][CH:24]=1)[C:7]([Cl:9])=[O:8])(=[O:15])=[O:14]. Procedure details: DMF (0.4 mL) and oxalyl chloride (1.90 g) were added to a solution of 3-(methylsulfonyl)benzoic acid (2.00 g) in CHCl3 (including amylene, 40 mL) in a nitrogen gas flow under ice cooling, followed by stirring at room temperature for 2 hours. The reaction solution was concentrated under reduced pressure to yield a crude product as a yellow solid, which was used in the subsequent reaction. Starting materials: C12(CC3CC(CC(C1)C3)C2)N (1-adamantanamine), BrC=1C(=C(C(=O)Cl)C=CC1)C (3-bromo-2-methylbenzoyl chloride), C12(CC3CC(CC(C1)C3)C2)C(=O)Cl (1-adamantanecarbonyl chloride). Product: BrC=1C(=C(C(=O)N(C2C3CC4CC(CC2C4)C3)C)C=CC1)C (3-bromo-N,2-dimethyl-N-(tricyclo[3.3.1.13,7]dec-2-yl)benzamide). RXN SMILES: [C:1]12([NH2:11])CC3CC(CC(C3)C1)C2.[Br:12][C:13]1[C:14]([CH3:22])=[C:15]([CH:19]=[CH:20][CH:21]=1)[C:16](Cl)=[O:17].[C:23]12(C(Cl)=O)[CH2:32][CH:27]3[CH2:28][CH:29]([CH2:31][CH:25]([CH2:26]3)[CH2:24]1)[CH2:30]2>>[Br:12][C:13]1[C:14]([CH3:22])=[C:15]([CH:19]=[CH:20][CH:21]=1)[C:16]([N:11]([CH3:1])[CH:24]1[CH:25]2[CH2:31][CH:29]3[CH2:28][CH:27]([CH2:32][CH:23]1[CH2:30]3)[CH2:26]2)=[O:17]. Procedure details: The title compound was prepared by substituting N-adamantan-2-yl-N-methyl-amine for 1-adamantanamine and 3-bromo-2-methylbenzoyl chloride for 1-adamantanecarbonyl chloride in EXAMPLE 50A.